Dataset: the Open Reaction Database (ORD), a public repository of structured organic reaction records. Task: describe an organic reaction: reactants, conditions, products, and yield As a reaction SMILES: [Cl:1][C:2]1[CH:7]=[CH:6][CH:5]=[CH:4][C:3]=1[C:8]1[C:9]2[CH:18]=[C:17]([CH2:19][CH2:20][C:21]3[CH:26]=[CH:25][C:24]([CH2:27][CH:28]([CH3:30])[CH3:29])=[CH:23][CH:22]=3)[S:16][C:10]=2[NH:11][C:12](=O)[CH2:13][N:14]=1.COC1C=CC(P2(SP(C3C=CC(OC)=CC=3)(=S)S2)=[S:40])=CC=1>C1(C)C=CC=CC=1>[Cl:1][C:2]1[CH:7]=[CH:6][CH:5]=[CH:4][C:3]=1[C:8]1[C:9]2[CH:18]=[C:17]([CH2:19][CH2:20][C:21]3[CH:26]=[CH:25][C:24]([CH2:27][CH:28]([CH3:30])[CH3:29])=[CH:23][CH:22]=3)[S:16][C:10]=2[NH:11][C:12](=[S:40])[CH2:13][N:14]=1. The product is ClC1=C(C=CC=C1)C=1C2=C(NC(CN1)=S)SC(=C2)CCC2=CC=C(C=C2)CC(C)C (5-(2-chlorophenyl)-7-[2-(4-isobutylphenyl)ethyl]-1,3-dihydro-2H-thieno[2,3-e]-1,4-diazepine-2-thione). Procedure details: A suspension of 9.8 g of 5-(2-chlorophenyl)-7-[2-(4-isobutylphenyl)ethyl]-1,3-dihydro-2H-thieno[2,3-e]-1,4-diazepin-2-one and 5.5 g of Lawesson reagent in 200 ml of toluene is stirred at 40°-43° C. for an hour. The resultant solution is concentrated under reduced pressure, and the residue is subjected to chromatography on silica gel and then eluted with chloroformmethanol (100:1 to 100:2). The objective fraction is concentrated under reduced pressure to give 9.6 g of 5-(2-chlorophenyl)-7-[2-(4-i... The solvent is C1(=CC=CC=C1)C (toluene). Yield: 155.8%. Reactants: ClC1=C(C=CC=C1)C=1C2=C(NC(CN1)=O)SC(=C2)CCC2=CC=C(C=C2)CC(C)C (5-(2-chlorophenyl)-7-[2-(4-isobutylphenyl)ethyl]-1,3-dihydro-2H-thieno[2,3-e]-1,4-diazepin-2-one), COC=1C=CC(=CC1)P2(=S)SP(=S)(S2)C=3C=CC(=CC3)OC (Lawesson reagent). Reported procedure: A solution of 3-[(4-amino-cyclohexyl)-(trans-4-methylcyclohexanecarbonyl)-amino]-5-(3,3-dimethyl-but-1ynyl)thiophene-2-carboxylic acid methyl ester (0.40 g, 0.873 mmol) in ACN (5.0 mL) was cooled to 0° C. and carbonic acid hexahydro-furo[2,3-b]furan-3-yl ester 4-nitro-phenyl ester (0.295 g, 1.0 mmol) was added, followed by DIEA (391 μL, 2.18 mmol) and DMAP (cat). The reaction mixture was warmed to rt, and stirred for 1 h. The solvent was removed under reduced pressure and the crude reaction mixt... Reaction conditions: time 1 hour. As a reaction SMILES: [CH3:1][O:2][C:3]([C:5]1[S:6][C:7]([C:27]#[C:28][C:29]([CH3:32])([CH3:31])[CH3:30])=[CH:8][C:9]=1[N:10]([CH:20]1[CH2:25][CH2:24][CH:23]([NH2:26])[CH2:22][CH2:21]1)[C:11]([C@H:13]1[CH2:18][CH2:17][C@H:16]([CH3:19])[CH2:15][CH2:14]1)=[O:12])=[O:4].[N+](C1C=CC([O:42][C:43](=O)[O:44][CH:45]2[CH:52]3[CH:48]([O:49][CH2:50][CH2:51]3)[O:47][CH2:46]2)=CC=1)([O-])=O.CCN(C(C)C)C(C)C>C(#N)C.CN(C1C=CN=CC=1)C>[CH3:1][O:2][C:3]([C:5]1[S:6][C:7]([C:27]#[C:28][C:29]([CH3:31])([CH3:30])[CH3:32])=[CH:8][C:9]=1[N:10]([CH:20]1[CH2:21][CH2:22][CH:23]([NH:26][C:43]([O:44][CH:45]2[CH:52]3[CH:48]([O:49][CH2:50][CH2:51]3)[O:47][CH2:46]2)=[O:42])[CH2:24][CH2:25]1)[C:11]([C@H:13]1[CH2:18][CH2:17][C@H:16]([CH3:19])[CH2:15][CH2:14]1)=[O:12])=[O:4]. Starting materials: [N+](=O)([O-])C1=CC=C(C=C1)OC(OC1COC2OCCC21)=O (carbonic acid hexahydro-furo[2,3-b]furan-3-yl ester 4-nitro-phenyl ester), COC(=O)C=1SC(=CC1N(C(=O)[C@@H]1CC[C@H](CC1)C)C1CCC(CC1)N)C#CC(C)(C)C (3-[(4-amino-cyclohexyl)-(trans-4-methylcyclohexanecarbonyl)-amino]-5-(3,3-dimethyl-but-1ynyl)thiophene-2-carboxylic acid methyl ester), CCN(C(C)C)C(C)C (DIEA). The reagents and catalysts are CN(C)C=1C=CN=CC1 (DMAP). Solvent: C(C)#N (ACN). The product is COC(=O)C=1SC(=CC1N(C(=O)[C@@H]1CC[C@H](CC1)C)C1CCC(CC1)NC(=O)OC1COC2OCCC21)C#CC(C)(C)C (5-(3,3-Dimethyl-but-ynyl)-3-[[4-(hexahydro-furo[2,3-b]furan-3-yloxycarbonylamino)-cyclohexyl]-(trans-4-methyl-cyclohexanecarbonyl)-amino]-thiophene-2-carboxylic acid methyl ester).